Dataset: the Open Reaction Database (ORD), a public repository of structured organic reaction records. Task: describe an organic reaction: reactants, conditions, products, and yield The reactants are BrC[C@H]1CCCN(C2=C1C=CC=C2)S(=O)(=O)C2=CC=C(C=C2)C ((5S)-5-bromomethyl-1-(p-toluenesulfonyl)-2,3,4,5-tetrahydro-1H-benzazepine), [C-]#N.[K+] (potassium cyanide). Run in CS(=O)C (dimethyl sulfoxide). Run at temperature 47.5 celsius, time 3 hour. Product: C(#N)C[C@H]1CCCN(C2=C1C=CC=C2)S(=O)(=O)C2=CC=C(C=C2)C ((5R)-5-cyanomethyl-1-(p-toluenesulfonyl)-2,3,4,5-tetrahydro-1H-benzazepine). Yield: 83.7%. RXN SMILES: Br[CH2:2][C@@H:3]1[C:9]2[CH:10]=[CH:11][CH:12]=[CH:13][C:8]=2[N:7]([S:14]([C:17]2[CH:22]=[CH:21][C:20]([CH3:23])=[CH:19][CH:18]=2)(=[O:16])=[O:15])[CH2:6][CH2:5][CH2:4]1.[C-:24]#[N:25].[K+]>CS(C)=O>[C:24]([CH2:2][C@@H:3]1[C:9]2[CH:10]=[CH:11][CH:12]=[CH:13][C:8]=2[N:7]([S:14]([C:17]2[CH:22]=[CH:21][C:20]([CH3:23])=[CH:19][CH:18]=2)(=[O:16])=[O:15])[CH2:6][CH2:5][CH2:4]1)#[N:25] |f:1.2|. Procedure details: A mixture of (5S)-5-bromomethyl-1-(p-toluenesulfonyl)-2,3,4,5-tetrahydro-1H-benzazepine (0.83 g), potassium cyanide (0.27 g) and dimethyl sulfoxide (9 ml) is heated with stirring at 45-50° C. for three hours. To the reaction solution is added ice, and the mixture is extracted with ethyl acetate--diethyl ether. The extract is dried over sodium sulfate, and evaporated under reduced pressure to remove the solvent. The resulting residue is purified by silica gel column chromatography (solvent; n-hex... Reactants: BrCC(CBr)O (1,3-dibromo-2-propanol), N[C@@H](CS(=O)(O)=O)C(=O)O (cysteic acid), [OH-].[Na+] (sodium hydroxide), C([O-])([O-])=O.[Na+].[Na+] (sodium carbonate), BrCC(CBr)O (1,3-dibromo-2-propanol). Solvent: C(C)O (ethanol), O (water). Run at time 8 hour. Yields the product N[C@@H](CS(=O)(O)=O)C(=O)OCC(C)(O)OC([C@@H](N)CS(=O)(O)=O)=O (2-Hydroxypropylene Dicysteate). RXN SMILES: [NH2:1][C@H:2]([C:8]([OH:10])=[O:9])[CH2:3][S:4](=[O:7])([OH:6])=[O:5].[OH-:11].[Na+].[C:13](=[O:16])([O-])[O-:14].[Na+].[Na+].Br[CH2:20][CH:21]([OH:24])[CH2:22]Br>O.C(O)C>[NH2:1][C@H:2]([C:13]([O:14][CH2:20][C:21]([O:9][C:8](=[O:10])[C@H:2]([CH2:3][S:4](=[O:6])([OH:7])=[O:5])[NH2:1])([OH:24])[CH3:22])=[O:16])[CH2:3][S:4](=[O:5])([OH:6])=[O:11] |f:1.2,3.4.5|. Reported procedure: 24 g (0.128 mol) of cysteic acid is dissolved in 160 ml of water and 10.2 g (0.255 mol) of sodium hydroxide is added. After dissolution, 6.8 g (0.064) sodium carbonate is added, followed by 80 ml ethanol. While refluxing the solution, 16.8 g (0.077 mol) 1,3-dibromo-2-propanol is added gradually during a period of 4 hours, followed by refluxing overnight. An additional 16.8 g (0.077 mol) of 1,3-dibromo-2-propanol is added, followed by all-day reflux. The solution is distilled to remove solvents a... Starting materials: COC(=O)CCc1ccccc1NC1CCN(C)CC1, [Na+], [OH-], O. The product is CN1CCC(N2C(=O)CCc3ccccc32)CC1. RXN SMILES: [CH3:1][N:2]1[CH2:3][CH2:4][CH:5]([NH:8][c:9]2[c:10]([CH2:15][CH2:16][C:17]([O:19][CH3:18])=[O:20])[cH:11][cH:12][cH:13][cH:14]2)[CH2:6][CH2:7]1.[Na+:22].[OH-:21].[OH2:23]>>[CH3:1][N:2]1[CH2:3][CH2:4][CH:5]([N:8]2[c:9]3[c:10]([cH:11][cH:12][cH:13][cH:14]3)[CH2:15][CH2:16][C:17]2=[O:19])[CH2:6][CH2:7]1. RXN SMILES: [C:1](=[O:2])([O:3][C:4]([CH3:5])([CH3:6])[CH3:7])[N:8]1[CH:9]([C:10](=[O:11])[OH:12])[CH2:13][CH2:14][CH:15]1[c:16]1[cH:17][cH:18][cH:19][cH:20][cH:21]1.[CH2:32]([Cl:33])[CH2:34][Cl:35].[CH3:37][O:38][NH:39][CH3:40].[CH:41]([N:42]([CH2:43][CH3:44])[CH:45]([CH3:46])[CH3:47])([CH3:48])[CH3:49].[ClH:36].[O:50]=[CH:51][N:52]([CH3:53])[CH3:54].[OH:22][n:23]1[c:24]2[c:25]([cH:26][cH:27][cH:28][cH:29]2)[n:30][n:31]1>>[C:1](=[O:2])([O:3][C:4]([CH3:5])([CH3:6])[CH3:7])[N:8]1[CH:9]([C:10](=[O:12])[N:39]([O:38][CH3:37])[CH3:40])[CH2:13][CH2:14][CH:15]1[c:16]1[cH:17][cH:18][cH:19][cH:20][cH:21]1. The product is CON(C)C(=O)C1CCC(c2ccccc2)N1C(=O)OC(C)(C)C. Reactants: CC(C)(C)OC(=O)N1C(C(=O)O)CCC1c1ccccc1, ClCCCl, CNOC, CCN(C(C)C)C(C)C, Cl, CN(C)C=O, On1nnc2ccccc21. The reactants are FC(OC1=CC2=C(NC(=N2)SCC2=NC=CC(=C2OC)OC)C=C1)F (5-difluoromethoxy-2-[[(3,4-dimethoxy-2-pyridinyl)methyl]thio]-1H-benzimidazole), [O-]S(=O)(=S)[O-].[Na+].[Na+] (Na2S2O3), Na2WO4·2H2O, C(C)(=O)O (acetic acid), [OH-].[Na+] (NaOH). The solvent is OO (H2O2), CO (methanol), O (water), O (water). Conditions: time 30 minute. Product: COC=1C=CN=C(C1OC)C[S+](C=2NC=3C=CC(=CC3N2)OC(F)F)[O-] (Pantoprazole). The yield is 90.2%. Reaction SMILES: [F:1][CH:2]([F:25])[O:3][C:4]1[CH:24]=[CH:23][C:7]2[NH:8][C:9]([S:11][CH2:12][C:13]3[C:18]([O:19][CH3:20])=[C:17]([O:21][CH3:22])[CH:16]=[CH:15][N:14]=3)=[N:10][C:6]=2[CH:5]=1.[OH-].[Na+].[O-:28]S([O-])(=S)=O.[Na+].[Na+].C(O)(=O)C>CO.O.OO>[CH3:22][O:21][C:17]1[CH:16]=[CH:15][N:14]=[C:13]([CH2:12][S+:11]([O-:28])[C:9]2[NH:8][C:7]3[CH:23]=[CH:24][C:4]([O:3][CH:2]([F:1])[F:25])=[CH:5][C:6]=3[N:10]=2)[C:18]=1[O:19][CH3:20] |f:1.2,3.4.5|. Procedure: 2 g of 5-difluoromethoxy-2-[[(3,4-dimethoxy-2-pyridinyl)methyl]thio]-1H-benzimidazole was suspended in 36 ml of methanol at room temperature, to which 1.69 g of 45% NaOH in 14 ml water was added while stirring. 0.09 g of Na2WO4·2H2O oxidation catalyst was dissolved in 0.7 g H2O2 (50% aqueous solution), and further diluted with 10 ml of water. The oxidant/catalyst solution was added to the reactant/base solution dropwise so that the addition was completed in about 30 minutes while stirring at roo... Reactants: C(CCCC)C1=C(OC2=C1C=CC=C2)C=2C=C1C=CC(=CC1=CC2)OCC#N ([6-(3-pentyl-benzofuran-2-yl)-naphthalen-2-yloxy]-acetonitrile), [N-]=[N+]=[N-].[Na+] (sodium azide), [Cl-].[NH4+] (ammonium chloride). Run in CN(C)C=O (DMF). The product is C(CCCC)C1=C(OC2=C1C=CC=C2)C=2C=C1C=CC(=CC1=CC2)OCC2=NN=NN2 (5-[6-(3-Pentyl-benzofuran-2-yl)-naphthalen-2-yloxymethyl]-1H-tetrazole), solid. As a reaction SMILES: [CH2:1]([C:6]1[C:10]2[CH:11]=[CH:12][CH:13]=[CH:14][C:9]=2[O:8][C:7]=1[C:15]1[CH:16]=[C:17]2[C:22](=[CH:23][CH:24]=1)[CH:21]=[C:20]([O:25][CH2:26][C:27]#[N:28])[CH:19]=[CH:18]2)[CH2:2][CH2:3][CH2:4][CH3:5].[N-:29]=[N+:30]=[N-:31].[Na+].[Cl-].[NH4+]>CN(C=O)C>[CH2:1]([C:6]1[C:10]2[CH:11]=[CH:12][CH:13]=[CH:14][C:9]=2[O:8][C:7]=1[C:15]1[CH:16]=[C:17]2[C:22](=[CH:23][CH:24]=1)[CH:21]=[C:20]([O:25][CH2:26][C:27]1[NH:31][N:30]=[N:29][N:28]=1)[CH:19]=[CH:18]2)[CH2:2][CH2:3][CH2:4][CH3:5] |f:1.2,3.4|. Procedure details: Following the procedure described in Step 6, of Example 1, the title compound was prepared from [6-(3-pentyl-benzofuran-2-yl)-naphthalen-2-yloxy]-acetonitrile (0.2 g, 0.54 mmol), sodium azide (0.35 g, 5.4 mmol) and ammonium chloride (0.29 g, 5.4 mmol) in DMF (12 mL). The title compound was obtained as a white solid (0.085 g), mp 178-180° C. Mass spectrum (+APCl, [M+H]+) m/z 413. 1HNMR (400 MHz, DMSO-d6): δ8.27 (s, 1H), 8.03 (d, 1H, J=9.1 Hz), 7.97-7.87 (m, 2H), 7.68 (d, 1H, J=7.0 Hz), 7.61-7.56 ...